This data is from the Open Reaction Database (ORD), a public repository of structured organic reaction records. The task is: describe an organic reaction: reactants, conditions, products, and yield Starting materials: C(Cl)Cl (methylene dichloride), CNC (dimethylamine), acid chloride, S(=O)(Cl)Cl (thionyl chloride), Cl.C(CCCCCCCCCCCCCCC)NC1=CC=C(C(=O)O)C=C1 (4-(n-hexadecylamino)benzoic acid hydrochloride). The reagents and catalysts are CN(C1=CC=NC=C1)C (4-dimethylaminopyridine). Solvent: C(C)OCC (diethyl ether), C(OC)COC (glyme), C(OC)COC (glyme). Reaction conditions: time 2 hour. Yields the product CN(C(C1=CC=C(C=C1)NCCCCCCCCCCCCCCCC)=O)C (N,N-dimethyl-4-(hexadecylamino)benzamide). The yield is 92.0%. As a reaction SMILES: C(Cl)Cl.S(Cl)(Cl)=O.Cl.[CH2:9]([NH:25][C:26]1[CH:34]=[CH:33][C:29]([C:30](O)=[O:31])=[CH:28][CH:27]=1)[CH2:10][CH2:11][CH2:12][CH2:13][CH2:14][CH2:15][CH2:16][CH2:17][CH2:18][CH2:19][CH2:20][CH2:21][CH2:22][CH2:23][CH3:24].[CH3:35][NH:36][CH3:37]>CN(C)C1C=CN=CC=1.C(COC)OC.C(OCC)C>[CH3:35][N:36]([CH3:37])[C:30](=[O:31])[C:29]1[CH:33]=[CH:34][C:26]([NH:25][CH2:9][CH2:10][CH2:11][CH2:12][CH2:13][CH2:14][CH2:15][CH2:16][CH2:17][CH2:18][CH2:19][CH2:20][CH2:21][CH2:22][CH2:23][CH3:24])=[CH:27][CH:28]=1 |f:2.3|. Reported procedure: In a solution of 100 ml. of methylene dichloride and 25 ml. of glyme was dissolved in 10 ml. of thionyl chloride and 4.0 g. of 4-(n-hexadecylamino)benzoic acid hydrochloride. The reaction mixture was heated to the reflux temperature for 2 hours and then cooled to room temperature. To this solution of acid chloride was added a solution of 200 ml. of diethyl ether, 25 ml. of glyme, and 0.1 g. of 4-dimethylaminopyridine which had been saturated with dimethylamine gas. This reaction mixture was stir...